From a dataset of the Open Reaction Database (ORD), a public repository of structured organic reaction records. describe an organic reaction: reactants, conditions, products, and yield Reactants: [Si](C1=CC=CC=C1)(C1=CC=CC=C1)(C(C)(C)C)OC1=C2CCCC(C2=CC=C1)=O (5-(t-butyldiphenylsilyloxy)-1-oxo-1,2,3,4-tetrahydronaphthalene), C1(=CC=CC=C1)C=1N=C(OC1C1=CC=CC=C1)CCN (2-(4,5-diphenyloxazol-2-yl)ethylamine), C1(=CC=C(C=C1)S(=O)(=O)O)C (p-toluenesulfonic acid). Run in C1(=CC=CC=C1)C (toluene). Run at time 30 minute. The product is C1(=CC=CC=C1)C=1N=C(OC1C1=CC=CC=C1)CCNC1CCCC2=C(C=CC=C12)O[Si](C1=CC=CC=C1)(C1=CC=CC=C1)C(C)(C)C (1-[2-(4,5-diphenyloxazol-2-yl)ethylamino]-1,2,3,4-tetrahydro-5-(t-butyldiphenylsilyloxy)naphthalene), C1(=CC=CC=C1)C=1N=C(OC1C1=CC=CC=C1)CCNC1CCCC2=C(C=CC=C12)O (1-[2-(4,5-diphenyloxazol-2-yl)ethylamino]-1,2,3,4-tetrahydro-5-hydroxynaphthalene). RXN SMILES: [Si:1]([O:18][C:19]1[CH:28]=[CH:27][CH:26]=[C:25]2[C:20]=1[CH2:21][CH2:22][CH2:23][C:24]2=[O:29])([C:14]([CH3:17])([CH3:16])[CH3:15])([C:8]1[CH:13]=[CH:12][CH:11]=[CH:10][CH:9]=1)[C:2]1[CH:7]=[CH:6][CH:5]=[CH:4][CH:3]=1.[C:30]1([C:36]2[N:37]=[C:38]([CH2:47][CH2:48][NH2:49])[O:39][C:40]=2[C:41]2[CH:46]=[CH:45][CH:44]=[CH:43][CH:42]=2)[CH:35]=[CH:34][CH:33]=[CH:32][CH:31]=1.C1(C)C=CC(S(O)(=O)=O)=CC=1>C1(C)C=CC=CC=1>[C:30]1([C:36]2[N:37]=[C:38]([CH2:47][CH2:48][NH:49][CH:24]3[C:25]4[C:20](=[C:19]([O:18][Si:1]([C:14]([CH3:17])([CH3:16])[CH3:15])([C:8]5[CH:13]=[CH:12][CH:11]=[CH:10][CH:9]=5)[C:2]5[CH:3]=[CH:4][CH:5]=[CH:6][CH:7]=5)[CH:28]=[CH:27][CH:26]=4)[CH2:21][CH2:22][CH2:23]3)[O:39][C:40]=2[C:41]2[CH:42]=[CH:43][CH:44]=[CH:45][CH:46]=2)[CH:31]=[CH:32][CH:33]=[CH:34][CH:35]=1.[C:30]1([C:36]2[N:37]=[C:38]([CH2:47][CH2:48][NH:49][CH:19]3[C:20]4[C:25](=[C:24]([OH:29])[CH:23]=[CH:22][CH:21]=4)[CH2:26][CH2:27][CH2:28]3)[O:39][C:40]=2[C:41]2[CH:42]=[CH:43][CH:44]=[CH:45][CH:46]=2)[CH:31]=[CH:32][CH:33]=[CH:34][CH:35]=1. Reported procedure: A solution of 5-(t-butyldiphenylsilyloxy)-1-oxo-1,2,3,4-tetrahydronaphthalene (0.52 g), 2-(4,5-diphenyloxazol-2-yl)ethylamine (0.33 g) and p-toluenesulfonic acid (catalytic amount) in toluene (30 ml) was refluxed for 15 hours with Dean-stark equipment. The solution was evaporated in vacuo and MeOH (10 ml) was added to the residue. To the MeOH solution, NaBH4 (0.21 g) was added at 0° C. After being stirred for 30 minutes at room temperature, the solution was evaporated in vacuo. The residue was p... The reactants are FC(OC=1C=C2C=3CC(CCC3NC2=CC1)C(=O)OCC)(F)F (ethyl 6-(trifluoromethoxy)-2,3,4,9-tetrahydro-1H-carbazole-3-carboxylate), [OH-].[Li+] (lithium hydroxide). The solvent is O1CCCC1 (tetrahydrofuran), CO (methanol). Conditions: time 2 hour. Product: FC(OC=1C=C2C=3CC(CCC3NC2=CC1)C(=O)O)(F)F (6-(Trifluoromethoxy)-2,3,4,9-tetrahydro-1H-carbazole-3-carboxylic acid). The yield is 97.2%. Reaction SMILES: [F:1][C:2]([F:23])([F:22])[O:3][C:4]1[CH:5]=[C:6]2[C:14](=[CH:15][CH:16]=1)[NH:13][C:12]1[CH2:11][CH2:10][CH:9]([C:17]([O:19]CC)=[O:18])[CH2:8][C:7]2=1.[OH-].[Li+]>O1CCCC1.CO>[F:23][C:2]([F:1])([F:22])[O:3][C:4]1[CH:5]=[C:6]2[C:14](=[CH:15][CH:16]=1)[NH:13][C:12]1[CH2:11][CH2:10][CH:9]([C:17]([OH:19])=[O:18])[CH2:8][C:7]2=1 |f:1.2|. Reported procedure: A stirred solution of ethyl 6-(trifluoromethoxy)-2,3,4,9-tetrahydro-1H-carbazole-3-carboxylate of Step 1 (1.8 g, 5.5 mmol) in tetrahydrofuran (20 mL) and methanol (3 mL) was treated with 1N lithium hydroxide (11 mL) and heated under nitrogen in an oil bath kept at 40° C. for 2 hours. The organic solvents were evaporated, the residue was diluted with water, cooled in an ice bath and acidified with 2N hydrochloric acid (10 mL). The suspension was extracted with ethyl acetate, and the extracts were... Reactants: C(C=C)NC=1C(=NC(=C(C1Br)C)Br)Cl (allyl-(4,6-dibromo-2-chloro-5-methyl-pyridin-3-yl)-amine), C(=O)([O-])[O-].[K+].[K+] (K2CO3). The reagents and catalysts are [Br-].C(CCC)[N+](CCCC)(CCCC)CCCC (tetrabutylammonium bromide), CC(=O)[O-].CC(=O)[O-].[Pd+2] (Pd(OAc)2). Run in CN(C)C=O (DMF). Reaction conditions: temperature 80 celsius, time 8 hour. Product: BrC=1C(=C2C(=C(N1)Cl)NC=C2C)C (5-bromo-7-chloro-3,4-dimethyl-1H-pyrrolo[2,3-c]pyridine). Isolated yield 83.9%. As a reaction SMILES: [CH2:1]([NH:4][C:5]1[C:6]([Cl:14])=[N:7][C:8]([Br:13])=[C:9]([CH3:12])[C:10]=1Br)[CH:2]=[CH2:3].C([O-])([O-])=O.[K+].[K+]>[Br-].C([N+](CCCC)(CCCC)CCCC)CCC.CN(C=O)C.CC([O-])=O.CC([O-])=O.[Pd+2]>[Br:13][C:8]1[C:9]([CH3:12])=[C:10]2[C:2]([CH3:3])=[CH:1][NH:4][C:5]2=[C:6]([Cl:14])[N:7]=1 |f:1.2.3,4.5,7.8.9|. Procedure details: A mixture of allyl-(4,6-dibromo-2-chloro-5-methyl-pyridin-3-yl)-amine (5.0 g, 14.7 mmol), Pd(OAc)2 (0.33 g, 1.47 mmol), tetrabutylammonium bromide (5.2 g, 16.2 mmol), K2CO3 (6.1 g, 44 mmol) in DMF (50 mL) is degassed, then stirred at 80° C. overnight. The mixture is diluted with EtOAc and washed with water and brine, dried over MgSO4 and concentrated. Chromatography of the residue on silica gel (Hexane/EtOAc, 4:1) gives 3.2 g of 5-bromo-7-chloro-3,4-dimethyl-1H-pyrrolo[2,3-c]pyridine. 1H NMR: (C... Starting materials: [Li]CCCC, C#CCOC(C)OCC, COc1ccc(C=O)c(OC)c1OC, [Cl-], [NH4+], C1CCOC1. Product: CCOC(C)OCC#CC(O)c1ccc(OC)c(OC)c1OC. RXN SMILES: [CH2:10]([Li:11])[CH2:12][CH2:13][CH3:14].[CH2:1]([CH3:2])[O:3][CH:4]([CH3:5])[O:6][CH2:7][C:8]#[CH:9].[CH3:15][O:16][c:17]1[c:18]([CH:19]=[O:20])[cH:21][cH:22][c:23]([O:27][CH3:28])[c:24]1[O:25][CH3:26].[Cl-:29].[NH4+:30].[O:31]1[CH2:32][CH2:33][CH2:34][CH2:35]1>>[CH2:1]([CH3:2])[O:3][CH:4]([CH3:5])[O:6][CH2:7][C:8]#[C:9][CH:19]([c:18]1[c:17]([O:16][CH3:15])[c:24]([O:25][CH3:26])[c:23]([O:27][CH3:28])[cH:22][cH:21]1)[OH:20]. Starting materials: NCCCN1C(=NC=2C(=NC=3C=CC=CC3C21)N)C (1-(3-aminopropyl)-2-methyl-1H-imidazo[4,5-c]quinolin-4-amine), C1(CCCC1)C(=O)Cl (cyclopentanecarbonyl chloride). Product: NC1=NC=2C=CC=CC2C2=C1N=C(N2CCCNC(=O)C2CCCC2)C (N-[3-(4-amino-2-methyl-1H-imidazo[4,5-c]quinolin-1-yl)propyl]cyclopentanecarboxamide). The yield is 60.7%. As a reaction SMILES: [NH2:1][CH2:2][CH2:3][CH2:4][N:5]1[C:17]2[C:16]3[CH:15]=[CH:14][CH:13]=[CH:12][C:11]=3[N:10]=[C:9]([NH2:18])[C:8]=2[N:7]=[C:6]1[CH3:19].[CH:20]1([C:25](Cl)=[O:26])[CH2:24][CH2:23][CH2:22][CH2:21]1>>[NH2:18][C:9]1[C:8]2[N:7]=[C:6]([CH3:19])[N:5]([CH2:4][CH2:3][CH2:2][NH:1][C:25]([CH:20]3[CH2:24][CH2:23][CH2:22][CH2:21]3)=[O:26])[C:17]=2[C:16]2[CH:15]=[CH:14][CH:13]=[CH:12][C:11]=2[N:10]=1. Procedure details: Using the general method of Example 205, 1-(3-aminopropyl)-2-methyl-1H-imidazo[4,5-c]quinolin-4-amine (2.00 g, 7.83 mmol) was reacted with cyclopentanecarbonyl chloride (1.04 g, 7.83 mmol) to provide 1.67 g of N-[3-(4-amino-2-methyl-1H-imidazo[4,5-c]quinolin-1-yl)propyl]cyclopentanecarboxamide as a solid, m.p. 207.8-208.9° C. Analysis: Calculated for C20H25N5O: % C, 68.35; % H, 7.17; % N, 19.93. Found: % C, 68.09; % H, 7.19; % N, 20.09. Reactants: CCOC(C)=O, OCC1(c2ccccc2F)CCC2(CC1)OCCO2, [H-], [Na+], CN(C)C=O. The product is c1ccc2c(c1)OCC21CCC2(CC1)OCCO2. RXN SMILES: [CH3:27][CH2:28][O:29][C:30](=[O:31])[CH3:32].[F:3][c:4]1[c:5]([C:10]2([CH2:20][OH:21])[CH2:11][CH2:12][C:13]3([O:14][CH2:15][CH2:16][O:17]3)[CH2:18][CH2:19]2)[cH:6][cH:7][cH:8][cH:9]1.[H-:1].[Na+:2].[O:22]=[CH:23][N:24]([CH3:25])[CH3:26]>>[c:4]12[c:5]([cH:6][cH:7][cH:8][cH:9]1)[C:10]1([CH2:11][CH2:12][C:13]3([O:14][CH2:15][CH2:16][O:17]3)[CH2:18][CH2:19]1)[CH2:20][O:21]2. Reactants: C(=O)O.NCCC1=CC=C(NC2CCN(CC2)C(=O)N(CC)CC)C=C1 (4-[4-(2-Aminoethyl)anilino]-N,N-diethyl-1-piperidinecarboxamide formate), [SiH4].C(C)(C)(C)[Si](C1=CC=CC=C1)(C1=CC=CC=C1)OC1=CC=C(C=C1)OCC1OC1 (tert-butyl-(4-oxiranylmethoxy-phenoxy)-diphenyl-silane silane). Yields the product C(C)N(C(=O)N1CCC(CC1)NC1=CC=C(C=C1)CCNC[C@@H](COC1=CC=C(C=C1)O)O)CC (4-(4-{2-[(2S)-2-Hydroxy-3-(4-hydroxy-phenoxy)-propylamino]-ethyl}-phenylamino)-piperidine-1-carboxylic acid diethylamide). The yield is 24.2%. RXN SMILES: C(O)=O.[NH2:4][CH2:5][CH2:6][C:7]1[CH:26]=[CH:25][C:10]([NH:11][CH:12]2[CH2:17][CH2:16][N:15]([C:18]([N:20]([CH2:23][CH3:24])[CH2:21][CH3:22])=[O:19])[CH2:14][CH2:13]2)=[CH:9][CH:8]=1.[SiH4].C([Si]([O:45][C:46]1[CH:51]=[CH:50][C:49]([O:52][CH2:53][CH:54]2[CH2:56][O:55]2)=[CH:48][CH:47]=1)(C1C=CC=CC=1)C1C=CC=CC=1)(C)(C)C>>[CH2:21]([N:20]([CH2:23][CH3:24])[C:18]([N:15]1[CH2:16][CH2:17][CH:12]([NH:11][C:10]2[CH:9]=[CH:8][C:7]([CH2:6][CH2:5][NH:4][CH2:56][C@H:54]([OH:55])[CH2:53][O:52][C:49]3[CH:50]=[CH:51][C:46]([OH:45])=[CH:47][CH:48]=3)=[CH:26][CH:25]=2)[CH2:13][CH2:14]1)=[O:19])[CH3:22] |f:0.1,2.3|. Procedure details: 4-[4-(2-Aminoethyl)anilino]-N,N-diethyl-1-piperidinecarboxamide formate (0.37 g, 1.01 mmol) was reacted with tert-butyl-(4-oxiranylmethoxy-phenoxy)-diphenyl-silane silane (0.367 g, 0.909 mmol) according to Procedure G to give the title compound (eluant: 20:1 chloroform-methanol) (0.159 g, 0.22 mmol).